This data is from the Open Reaction Database (ORD), a public repository of structured organic reaction records. The task is: describe an organic reaction: reactants, conditions, products, and yield Starting materials: ClC1=CC=CC=2N1C(=C(N2)C)C(=O)OCC (5-chloro-3-ethoxycarbonyl-2-methylimidazo[1,2-a)pyridine), NC1=CC=C(C=C1)CCN (2-(4-aminophenyl)ethylamine), C(C)(C)N(C(C)C)CC (N,N-diisopropylethylamine). Run in C(C)#N (acetonitrile). Product: NC1=CC=C(C=C1)CCNC1=CC=CC=2N1C(=C(N2)C)C(=O)OCC (5-[2-[4-(Amino)phenyl]ethan-1-ylamino]-3-ethoxycarbonyl-2-methylimidazo[1,2-a]pyridine). Isolated yield 75.5%. As a reaction SMILES: Cl[C:2]1[N:7]2[C:8]([C:12]([O:14][CH2:15][CH3:16])=[O:13])=[C:9]([CH3:11])[N:10]=[C:6]2[CH:5]=[CH:4][CH:3]=1.[NH2:17][C:18]1[CH:23]=[CH:22][C:21]([CH2:24][CH2:25][NH2:26])=[CH:20][CH:19]=1.C(N(CC)C(C)C)(C)C>C(#N)C>[NH2:17][C:18]1[CH:23]=[CH:22][C:21]([CH2:24][CH2:25][NH:26][C:2]2[N:7]3[C:8]([C:12]([O:14][CH2:15][CH3:16])=[O:13])=[C:9]([CH3:11])[N:10]=[C:6]3[CH:5]=[CH:4][CH:3]=2)=[CH:20][CH:19]=1. Procedure: A mixture of 4.07 g (17.1 mmol) of 5-chloro-3-ethoxycarbonyl-2-methylimidazo[1,2-a)pyridine, 3.48 g (25.6 mmol) of 2-(4-aminophenyl)ethylamine and 4.41 g (34.1 mmol) of N,N-diisopropylethylamine in 60 ml of acetonitrile was heated for 64 hours under reflux with stirring. After cooling, the solvent was distilled off. To the residue was added chloroform. The residue was washed with water and dried over anhydrous magnesium sulfate. The solvent was distilled off. The residue was purified by column c... The reactants are CCOC(C)=O, CCN(C(C)C)C(C)C, O=C(O)c1c(-c2c(F)cccc2Cl)noc1-c1cnn(-c2cccc(Cl)c2)c1C(F)(F)F, ClC(Cl)(Cl)Cl. The product is NC(=O)c1c(-c2c(F)cccc2Cl)noc1-c1cnn(-c2cccc(Cl)c2)c1C(F)(F)F. Reaction SMILES: [CH2:42]([O:43][C:44](=[O:45])[CH3:46])[CH3:47].[CH:33]([N:36]([CH2:34][CH3:35])[CH:37]([CH3:38])[CH3:39])([CH3:40])[CH3:41].[Cl:1][c:2]1[c:3](-[c:9]2[n:10][o:11][c:12](-[c:17]3[cH:18][n:19][n:20](-[c:26]4[cH:27][c:28]([Cl:32])[cH:29][cH:30][cH:31]4)[c:21]3[C:22]([F:23])([F:24])[F:25])[c:13]2[C:14](=[O:15])[OH:16])[c:4]([F:8])[cH:5][cH:6][cH:7]1.[Cl:48][C:49]([Cl:50])([Cl:51])[Cl:52]>>[Cl:1][c:2]1[c:3](-[c:9]2[n:10][o:11][c:12](-[c:17]3[cH:18][n:19][n:20](-[c:26]4[cH:27][c:28]([Cl:32])[cH:29][cH:30][cH:31]4)[c:21]3[C:22]([F:23])([F:24])[F:25])[c:13]2[C:14](=[O:15])[NH2:36])[c:4]([F:8])[cH:5][cH:6][cH:7]1. The reactants are C(C1=CC=CC=C1)[Si](O[C@@H]1C[C@@]23[C@@H]([C@@H]([C@H]4[C@@H]5[C@H]6[C@@H](C([C@@]5(C)CC[C@@H]4[C@]2(CC1)C)=O)C6)O)O3)(CC3=CC=CC=C3)CC3=CC=CC=C3 (3β-tribenzylsilyloxy-5,6β-epoxy-7β-hydroxy-15β,16β-methylene-5β-androstan-17-one), C(Cl)Cl (methylene chloride), C1(=CC=CC=C1)P(C1=CC=CC=C1)C1=CC=CC=C1 (triphenylphosphine). Solvent: C(Cl)(Cl)(Cl)Cl (carbon tetrachloride), N1=CC=CC=C1 (pyridine). Product: C(C1=CC=CC=C1)[Si](O[C@@H]1C[C@@]23[C@@H]([C@H]([C@H]4[C@@H]5[C@H]6[C@@H](C([C@@]5(C)CC[C@@H]4[C@]2(CC1)C)=O)C6)Cl)O3)(CC3=CC=CC=C3)CC3=CC=CC=C3 (3β-tribenzylsilyloxy-7α-chloro-5,6β-epoxy-15β,16β-methylene-5β-androstan-17-one). Reaction SMILES: [CH2:1]([Si:8]([CH2:40][C:41]1[CH:46]=[CH:45][CH:44]=[CH:43][CH:42]=1)([CH2:33][C:34]1[CH:39]=[CH:38][CH:37]=[CH:36][CH:35]=1)[O:9][C@H:10]1[CH2:27][CH2:26][C@@:25]2([CH3:28])[C@@:12]3([O:32][C@@H:13]3[C@H:14](O)[C@@H:15]3[C@@H:24]2[CH2:23][CH2:22][C@@:20]2([CH3:21])[C@H:16]3[C@@H:17]3[CH2:30][C@@H:18]3[C:19]2=[O:29])[CH2:11]1)[C:2]1[CH:7]=[CH:6][CH:5]=[CH:4][CH:3]=1.C1(P(C2C=CC=CC=2)C2C=CC=CC=2)C=CC=CC=1.C(Cl)[Cl:67]>C(Cl)(Cl)(Cl)Cl.N1C=CC=CC=1>[CH2:1]([Si:8]([CH2:40][C:41]1[CH:46]=[CH:45][CH:44]=[CH:43][CH:42]=1)([CH2:33][C:34]1[CH:39]=[CH:38][CH:37]=[CH:36][CH:35]=1)[O:9][C@H:10]1[CH2:27][CH2:26][C@@:25]2([CH3:28])[C@@:12]3([O:32][C@@H:13]3[C@@H:14]([Cl:67])[C@@H:15]3[C@@H:24]2[CH2:23][CH2:22][C@@:20]2([CH3:21])[C@H:16]3[C@@H:17]3[CH2:30][C@@H:18]3[C:19]2=[O:29])[CH2:11]1)[C:2]1[CH:7]=[CH:6][CH:5]=[CH:4][CH:3]=1. Reported procedure: 24 g of 3β-tribenzylsilyloxy-5,6β-epoxy-7β-hydroxy-15β,16β-methylene-5β-androstan-17-one is dissolved in a mixture of 250 ml of methylene chloride, 250 ml of carbon tetrachloride, and 125 ml of pyridine and stirred with 24 g of triphenylphosphine for 3 hours. The mixture is then washed with water, dried over sodium sulfate, and concentrated under vacuum. After chromatography on silica gel with hexane-acetone, 19.8 g of 3β-tribenzylsilyloxy-7α-chloro-5,6β-epoxy-15β,16β-methylene-5β-androstan-17-o... The reactants are C(C)C1=C(OC[C@H](CNC(CO)=O)O)C(=CC(=C1)C(NO)=N)C (N—((S)-3-[2-ethyl-4-(N-hydroxycarbamimidoyl)-6-methyl-phenoxy]-2-hydroxy-propyl)-2-hydroxy-acetamide), C(C)C=1C=C(C#N)C=C(C1O)C (3-ethyl-4-hydroxy-5-methyl-benzonitrile), C1[C@@H](O1)CO ((S)-glycidol). Product: C(C)C1=C(OC[C@@H](CNC(CO)=O)O)C(=CC(=C1)C(NO)=N)C (N—((R)-3-[2-Ethyl-4-(N-hydroxycarbamimidoyl)-6-methyl-phenoxy]-2-hydroxy-propyl)-2-hydroxy-acetamide), oil. Reaction SMILES: [CH2:1]([C:3]1[CH:18]=[C:17]([C:19](=[NH:22])[NH:20][OH:21])[CH:16]=[C:15]([CH3:23])[C:4]=1[O:5][CH2:6][C@@H:7]([OH:14])[CH2:8][NH:9][C:10](=[O:13])[CH2:11][OH:12])[CH3:2].C(C1C=C(C=C(C)C=1O)C#N)C.C1O[C@H]1CO>>[CH2:1]([C:3]1[CH:18]=[C:17]([C:19](=[NH:22])[NH:20][OH:21])[CH:16]=[C:15]([CH3:23])[C:4]=1[O:5][CH2:6][C@H:7]([OH:14])[CH2:8][NH:9][C:10](=[O:13])[CH2:11][OH:12])[CH3:2]. Reported procedure: The title compound is obtained as a yellow oil (1.36 g) in analogy to N—((S)-3-[2-ethyl-4-(N-hydroxycarbamimidoyl)-6-methyl-phenoxy]-2-hydroxy-propyl)-2-hydroxy-acetamide starting from 3-ethyl-4-hydroxy-5-methyl-benzonitrile and (S)-glycidol; LC-MS: tR=0.51 min, [M+H]+=326.00.